From a dataset of the Open Reaction Database (ORD), a public repository of structured organic reaction records. describe an organic reaction: reactants, conditions, products, and yield Starting materials: ClCCl, OCCCc1ccc(C(F)(F)F)cc1, O=[Cr](=O)([O-])Cl, c1cc[nH+]cc1. Yields the product O=CCCc1ccc(C(F)(F)F)cc1. RXN SMILES: [Cl:26][CH2:27][Cl:28].[F:12][C:13]([c:14]1[cH:15][cH:16][c:17]([CH2:20][CH2:21][CH2:22][OH:23])[cH:18][cH:19]1)([F:24])[F:25].[O:1]=[Cr:2]([Cl:3])([O-:4])=[O:5].[nH+:6]1[cH:7][cH:8][cH:9][cH:10][cH:11]1>>[F:12][C:13]([c:14]1[cH:15][cH:16][c:17]([CH2:20][CH2:21][CH:22]=[O:23])[cH:18][cH:19]1)([F:24])[F:25]. Starting materials: ONC(C1=CC(=CC=C1)S(N)(=O)=O)=N (N-hydroxy-3-sulfamoyl-benzamidine), FC(C1=CC(=NC(=N1)C(=O)O)C1=CC=C(C=C1)C(F)(F)F)F (6-difluoromethyl-4-(4-trifluoromethyl-phenyl)-pyrimidine-2-carboxylic acid). The product is FC(C1=NC(=NC(=C1)C1=CC=C(C=C1)C(F)(F)F)C1=NC(=NO1)C=1C=C(C=CC1)S(=O)(=O)N)F (3-{5-[4-Difluoromethyl-6-(4-trifluoromethyl-phenyl)-pyrimidin-2-yl]-[1,2,4]oxadiazol-3-yl}-benzenesulfonamide), solid. Isolated yield 49.0%. Reaction SMILES: [OH:1][NH:2][C:3](=[NH:14])[C:4]1[CH:9]=[CH:8][CH:7]=[C:6]([S:10](=[O:13])(=[O:12])[NH2:11])[CH:5]=1.[F:15][CH:16]([F:36])[C:17]1[N:22]=[C:21]([C:23](O)=O)[N:20]=[C:19]([C:26]2[CH:31]=[CH:30][C:29]([C:32]([F:35])([F:34])[F:33])=[CH:28][CH:27]=2)[CH:18]=1>>[F:36][CH:16]([F:15])[C:17]1[CH:18]=[C:19]([C:26]2[CH:27]=[CH:28][C:29]([C:32]([F:35])([F:34])[F:33])=[CH:30][CH:31]=2)[N:20]=[C:21]([C:23]2[O:1][N:2]=[C:3]([C:4]3[CH:5]=[C:6]([S:10]([NH2:11])(=[O:12])=[O:13])[CH:7]=[CH:8][CH:9]=3)[N:14]=2)[N:22]=1. Procedure details: The title compound was prepared from N-hydroxy-3-sulfamoyl-benzamidine [CAS-No. 9000-88-7] (0.16 g, 0.75 mmol) and 6-difluoromethyl-4-(4-trifluoromethyl-phenyl)-pyrimidine-2-carboxylic acid (example D.3) (0.16 g, 0.5 mmol) according to the general procedure V. Obtained as a white solid (0.12 g, 49%). MS (ISP) 498.3 [(M+H)+]; mp 217.5° C. Reactants: C(\C=C\C)=O (crotonaldehyde), CCOCC (ether), ice water hydrochloric acid, [Mg] (magnesium), BrC(C)CC (2-bromobutane), CCOCC (ether). Reaction conditions: time 2 hour. The product is CC(CC)[Mg]Br (2-Butylmagnesium bromide), CC(C(C=CC)O)CC (5-methyl-hept-2-en-4-ol). RXN SMILES: [Mg:1].[Br:2][CH:3]([CH2:5][CH3:6])[CH3:4].[CH:7](=O)/[CH:8]=[CH:9]/[CH3:10].CC[O:14][CH2:15][CH3:16]>>[CH3:7][CH:8]([Mg:1][Br:2])[CH2:9][CH3:10].[CH3:4][CH:3]([CH2:5][CH3:6])[CH:15]([OH:14])[CH:16]=[CH:7][CH3:8]. Procedure details: 2-Butylmagnesium bromide is prepared from 24.32 g of magnesium filings and 137 g of 2-bromobutane in 100 ml of ether. 56 g of crotonaldehyde dissolved in 60 ml of ether are added dropwise to the solution at 0° to 10° C. The mixture is then boiled for 2 hours under reflux temperature. Thereafter it is cooled, the batch decomposed with ice water/hydrochloric acid and the product extracted, neutralized and distilled. 56 g of 5-methyl-hept-2-en-4-ol of boiling point 70° C./18 mb are obtained. To 52 ... Starting materials: NC1=NC=CC(=N1)N1N=C(C2=CC=C(C=C12)I)C(=O)O (1-(2-aminopyrimidin-4-yl)-6-iodoindazole-3-carboxylic acid), S(=O)(Cl)Cl (thionyl chloride), CN(C)C=O (DMF). Run in C(Cl)Cl (DCM). Reaction conditions: temperature 50 celsius, time 45 minute. Product: NC1=NC=CC(=N1)N1N=C(C2=CC=C(C=C12)I)C(=O)Cl (1-(2-aminopyrimidin-4-yl)-6-iodoindazole-3-carbonyl chloride). RXN SMILES: [NH2:1][C:2]1[N:7]=[C:6]([N:8]2[C:16]3[C:11](=[CH:12][CH:13]=[C:14]([I:17])[CH:15]=3)[C:10]([C:18]([OH:20])=O)=[N:9]2)[CH:5]=[CH:4][N:3]=1.S(Cl)([Cl:23])=O.CN(C=O)C>C(Cl)Cl>[NH2:1][C:2]1[N:7]=[C:6]([N:8]2[C:16]3[C:11](=[CH:12][CH:13]=[C:14]([I:17])[CH:15]=3)[C:10]([C:18]([Cl:23])=[O:20])=[N:9]2)[CH:5]=[CH:4][N:3]=1. Procedure: To a solution of 1-(2-aminopyrimidin-4-yl)-6-iodoindazole-3-carboxylic acid (1.00 g, 2.62 mmol) in DCM (10 mL), was added thionyl chloride (1.9 ml, 26.24 mmol)) followed by a drop of DMF. The mixture was stirred at 50° C. for 45 minutes. The reaction mixture was concentrated in vacuo and DCM (5 mL) was added and the concentration repeated (×2). The crude acid chloride was used directly in the next step: LC-MS m/z=+395.95 (M+H)+(after conversion to methyl ester derivative)